From a dataset of the Open Reaction Database (ORD), a public repository of structured organic reaction records. describe an organic reaction: reactants, conditions, products, and yield Reactants: C1CCOC1, COC(=O)C=C1COC1, C[Si](C)(C)Cl, [Cu]I. Yields the product COC(=O)CC1(C)COC1. As a reaction SMILES: [CH2:15]1[O:16][CH2:17][CH2:18][CH2:19]1.[CH3:6][O:7][C:8]([CH:9]=[C:10]1[CH2:11][O:12][CH2:13]1)=[O:14].[Cl:1][Si:2]([CH3:3])([CH3:4])[CH3:5].[Cu:20][I:21]>>[CH3:3][C:10]1([CH2:9][C:8]([O:7][CH3:6])=[O:14])[CH2:11][O:12][CH2:13]1. Starting materials: CN1C(NC([C@@]12CC1=C(C=C3C=CC(=NC3=C1)C=O)C2)=O)=O ((7R)-3′-methyl-2′,5′-dioxo-6,8-dihydrospiro[cyclopenta[g]quinoline-7,4′-imidazolidine]-2-carbaldehyde), C/C=C(\C)/C=O (trans-2-methyl-2-butenal). The product is CC=1C(=NC2=CC3=C(C=C2C1)C[C@@]1(N(C(NC1=O)=O)C)C3)C=O ((7R)-3,3′-Dimethyl-2′,5′-dioxo-6,8-dihydrospiro[cyclopenta[g]quinoline-7,4′-imidazolidine]-2-carbaldehyde). Reaction SMILES: [CH3:1][N:2]1[C@@:6]2([CH2:20][C:9]3[CH:10]=[C:11]4[C:16](=[CH:17][C:8]=3[CH2:7]2)[N:15]=[C:14]([CH:18]=[O:19])[CH:13]=[CH:12]4)[C:5](=[O:21])[NH:4][C:3]1=[O:22].[CH3:23]/C=C(/C=O)\C>O>[CH3:23][C:13]1[C:14]([CH:18]=[O:19])=[N:15][C:16]2[C:11]([CH:12]=1)=[CH:10][C:9]1[CH2:20][C@@:6]3([CH2:7][C:8]=1[CH:17]=2)[C:5](=[O:21])[NH:4][C:3](=[O:22])[N:2]3[CH3:1]. Solvent: O (H2O). Procedure details: Essentially following the procedures described for Intermediate 13, but using trans-2-methyl-2-butenal in place of crotonaldehyde, the title compound was prepared. MS: m/z=327 (M+1+H2O). The reactants are IC=1C(=NNC1C)C (4-Iodo-3,5-dimethyl-pyrazole), CN(C)C=O (DMF), C(=O)([O-])[O-].[K+].[K+] (K2CO3), ClCC(=O)N1CCN(CC1)C1=CC=C(C=C1)F (2-Chloro-1-[4-(4-fluoro-phenyl)-piperazin-1-yl]-ethanone). Run in CCCCCC.C(C)(=O)OCC (hexane ethyl acetate). The product is FC1=CC=C(C=C1)N1CCN(CC1)C(CN1N=C(C(=C1C)I)C)=O (1-[4-(4-Fluoro-phenyl)-piperazin-1-yl]-2-(4-iodo-3,5-dimethyl-pyrazol-1-yl)-ethanone). As a reaction SMILES: [I:1][C:2]1[C:3]([CH3:8])=[N:4][NH:5][C:6]=1[CH3:7].C([O-])([O-])=O.[K+].[K+].Cl[CH2:16][C:17]([N:19]1[CH2:24][CH2:23][N:22]([C:25]2[CH:30]=[CH:29][C:28]([F:31])=[CH:27][CH:26]=2)[CH2:21][CH2:20]1)=[O:18].CN(C=O)C>CCCCCC.C(OCC)(=O)C>[F:31][C:28]1[CH:27]=[CH:26][C:25]([N:22]2[CH2:21][CH2:20][N:19]([C:17](=[O:18])[CH2:16][N:4]3[C:3]([CH3:8])=[C:2]([I:1])[C:6]([CH3:7])=[N:5]3)[CH2:24][CH2:23]2)=[CH:30][CH:29]=1 |f:1.2.3,6.7|. Procedure: Protocol T was followed using 4-Iodo-3,5-dimethyl-pyrazole, K2CO3, 2-Chloro-1-[4-(4-fluoro-phenyl)-piperazin-1-yl]-ethanone and DMF. Column chromatography using a solvent mixture (hexane/ethyl acetate=1/1) afforded the title compound as a white solid. 1H NMR (400 MHz, CDCl3); 6.95-7.1 (m, 2H), 6.84-6.92 (dd, 2H), 5.00 (s, 2H), 3.62-3.82 (m, 4H), 3.02-3.12 (m, 4H), 2.22-2.32 (d, 6H). 13C NMR (400 MHz, CDCl3): 165, 158.2, 156.2, 150.2, 146.8, 141.8, 118.8, 115.4, 115.2, 52.8, 51.6, 50.2, 45.2, 42,... Starting materials: [OH-].[K+] (Potassium hydroxide), C1=CC=C(C=C1)/C=C(/C(=O)C2=CC=CC=C2)\Br (alpha-bromochalcone). The solvent is O (water), O (water), O.CC(=O)C (water acetone). Reaction conditions: time 20 minute. The product is C1=CC=C(C=C1)C#CC(=O)C2=CC=CC=C2 (1,3-diphenylpropynone). Reaction SMILES: [OH-].[K+].[CH:3]1[CH:8]=[CH:7][C:6](/[CH:9]=[C:10](\Br)/[C:11]([C:13]2[CH:18]=[CH:17][CH:16]=[CH:15][CH:14]=2)=[O:12])=[CH:5][CH:4]=1>O.O.CC(C)=O>[CH:3]1[CH:8]=[CH:7][C:6]([C:9]#[C:10][C:11]([C:13]2[CH:18]=[CH:17][CH:16]=[CH:15][CH:14]=2)=[O:12])=[CH:5][CH:4]=1 |f:0.1,4.5|. Reported procedure: Potassium hydroxide (3.48 mmol), dissolved in water (0.87 M (4.0 ml)), is added over about 30 minutes to a refluxing solution of the alpha-bromochalcone (3.48 mmol) in 0.35 M of 1:1 water/acetone (5 ml each). After 20 minutes of further refluxing, the solution is cooled and diluted with water. The water is extracted with ether, which is dried with MgSO4 and evaporated. Chromatography on silica gel yielded 1,3-diphenylpropynone and its derivatives. Reactants: ClC(COC(NC1=CC=C(C=C1)SC1=C(C=C(C=C1)C(NC1=NC=C(C=C1)C)=O)NC=1C2=C(N=CN1)N=C(C=C2)C(C)C)=O)(Cl)Cl ({4-[2-(7-Isopropyl-pyrido[2,3-d]pyrimidin-4-ylamino)-4-(5-methyl-pyridin-2-ylcarbamoyl)-phenylsulfanyl]-phenyl}-carbamic acid 2,2,2-trichloro-ethyl ester), [OH-].[Na+] (NaOH), Cl (hydrochloric acid). Run in O1CCCC1 (tetrahydrofuran), O (water). Run at temperature 60 celsius. Yields the product NC1=CC=C(C=C1)SC1=C(C=C(C(=O)NC2=NC=C(C=C2)C)C=C1)NC=1C2=C(N=CN1)N=C(C=C2)C(C)C (4-(4-Amino-phenylsulfanyl)-3-(7-isopropyl-pyrido[2,3-d]pyrimidin-4-ylamino)-N-(5-methyl-pyridin-2-yl)-benzamide). As a reaction SMILES: ClC(Cl)(Cl)COC(=O)[NH:6][C:7]1[CH:12]=[CH:11][C:10]([S:13][C:14]2[CH:19]=[CH:18][C:17]([C:20](=[O:29])[NH:21][C:22]3[CH:27]=[CH:26][C:25]([CH3:28])=[CH:24][N:23]=3)=[CH:16][C:15]=2[NH:30][C:31]2[C:32]3[CH:40]=[CH:39][C:38]([CH:41]([CH3:43])[CH3:42])=[N:37][C:33]=3[N:34]=[CH:35][N:36]=2)=[CH:9][CH:8]=1.[OH-].[Na+].Cl>O1CCCC1.O>[NH2:6][C:7]1[CH:12]=[CH:11][C:10]([S:13][C:14]2[CH:19]=[CH:18][C:17]([C:20]([NH:21][C:22]3[CH:27]=[CH:26][C:25]([CH3:28])=[CH:24][N:23]=3)=[O:29])=[CH:16][C:15]=2[NH:30][C:31]2[C:32]3[CH:40]=[CH:39][C:38]([CH:41]([CH3:43])[CH3:42])=[N:37][C:33]=3[N:34]=[CH:35][N:36]=2)=[CH:9][CH:8]=1 |f:1.2|. Procedure details: To a solution of the product of Example 173B in tetrahydrofuran and water (1:1) was added 1 M NaOH (5 equiv). The solution was heated at 60° C. for 40 minutes, cooled, adjusted to pH 6 with 1N aqueous hydrochloric acid and extracted with ethyl acetate. The combined extracts were dried over magnesium sulfate, filtered and concentrated under vacuum. The crude product was purified by silica gel chromatography eluting with 4% methanol in dichloromethane to provide the title compound. 1H NMR (300 MHz... Reactants: Cc1ccc2c(N3CCN(CCc4cccc(N5CCNC5=O)c4)CC3)cccc2n1, CO, Cl, Cl, [H-], CCI, [Na+], CN(C)C=O. The product is CCN1CCN(c2cccc(CCN3CCN(c4cccc5nc(C)ccc45)CC3)c2)C1=O, Cl. RXN SMILES: [CH3:3][c:4]1[n:5][c:6]2[cH:7][cH:8][cH:9][c:10]([N:14]3[CH2:15][CH2:16][N:17]([CH2:20][CH2:21][c:22]4[cH:23][c:24]([N:28]5[C:29](=[O:33])[NH:30][CH2:31][CH2:32]5)[cH:25][cH:26][cH:27]4)[CH2:18][CH2:19]3)[c:11]2[cH:12][cH:13]1.[CH3:44][OH:45].[ClH:1].[ClH:2].[H-:34].[I:36][CH2:37][CH3:38].[Na+:35].[O:39]=[CH:40][N:41]([CH3:42])[CH3:43]>>[CH3:3][c:4]1[n:5][c:6]2[cH:7][cH:8][cH:9][c:10]([N:14]3[CH2:15][CH2:16][N:17]([CH2:20][CH2:21][c:22]4[cH:23][c:24]([N:28]5[C:29](=[O:33])[N:30]([CH2:37][CH3:38])[CH2:31][CH2:32]5)[cH:25][cH:26][cH:27]4)[CH2:18][CH2:19]3)[c:11]2[cH:12][cH:13]1.[ClH:1]. The reactants are ClC1=C(C=C(C=O)C=C1)[N+](=O)[O-] (4-chloro-3-nitrobenzaldehyde), C(C1=CC=CC=C1)OC1=CC=C(C=C1)O (4-(benzyloxy)phenol), C([O-])([O-])=O.[K+].[K+] (potassium carbonate). The solvent is N1=CC=CC=C1 (pyridine). Yields the product C(C1=CC=CC=C1)OC1=CC=C(OC2=C(C=C(C=O)C=C2)[N+](=O)[O-])C=C1 (4-(4-Benzyloxy-phenoxy)-3-nitro-benzaldehyde). The yield is 86.3%. RXN SMILES: Cl[C:2]1[CH:9]=[CH:8][C:5]([CH:6]=[O:7])=[CH:4][C:3]=1[N+:10]([O-:12])=[O:11].[CH2:13]([O:20][C:21]1[CH:26]=[CH:25][C:24]([OH:27])=[CH:23][CH:22]=1)[C:14]1[CH:19]=[CH:18][CH:17]=[CH:16][CH:15]=1.C(=O)([O-])[O-].[K+].[K+]>N1C=CC=CC=1>[CH2:13]([O:20][C:21]1[CH:22]=[CH:23][C:24]([O:27][C:2]2[CH:9]=[CH:8][C:5]([CH:6]=[O:7])=[CH:4][C:3]=2[N+:10]([O-:12])=[O:11])=[CH:25][CH:26]=1)[C:14]1[CH:15]=[CH:16][CH:17]=[CH:18][CH:19]=1 |f:2.3.4|. Procedure details: A mixture of 4-chloro-3-nitrobenzaldehyde (1.00 g, 5.389 mmol), 4-(benzyloxy)phenol (1.187 g, 5.928 mmol), and potassium carbonate (0.744 g, 5.389 mmol) in anhydrous pyridine (10 mL) was heated at reflux under a nitrogen atmosphere for 30 minutes. The reaction was cooled to room temperature and the solvent removed by rotary evaporation under vacuum. The residue was taken up in ethyl acetate (100 mL) and washed with 1N aqueous hydrochloric acid (2×50 mL), water (50 mL), and brine (50 mL). The org...